describe an organic reaction: reactants, conditions, products, and yield From a dataset of the Open Reaction Database (ORD), a public repository of structured organic reaction records. The reactants are COC(=O)c1sc(-c2cccc(NCC3CCN(C(=O)OC(C)(C)C)CC3)c2)c(Br)c1OCC(=O)OC(C)(C)C, O=C([O-])O, CS(=O)(=O)Cl, ClCCl, Cl, [Na+]. The product is COC(=O)c1sc(-c2cccc(NCC3CCN(S(C)(=O)=O)CC3)c2)c(Br)c1OCC(=O)OC(C)(C)C. Reaction SMILES: [C:2]([O:3][C:4](=[O:5])[N:9]1[CH2:10][CH2:11][CH:12]([CH2:15][NH:16][c:17]2[cH:18][c:19](-[c:23]3[s:24][c:25]([C:38](=[O:39])[O:40][CH3:41])[c:26]([O:29][CH2:30][C:31](=[O:32])[O:33][C:34]([CH3:35])([CH3:36])[CH3:37])[c:27]3[Br:28])[cH:20][cH:21][cH:22]2)[CH2:13][CH2:14]1)([CH3:6])([CH3:7])[CH3:8].[C:50](=[O:51])([OH:52])[O-:53].[CH3:42][S:43]([Cl:44])(=[O:45])=[O:46].[Cl:47][CH2:48][Cl:49].[ClH:1].[Na+:54]>>[N:9]1([S:43]([CH3:42])(=[O:45])=[O:46])[CH2:10][CH2:11][CH:12]([CH2:15][NH:16][c:17]2[cH:18][c:19](-[c:23]3[s:24][c:25]([C:38](=[O:39])[O:40][CH3:41])[c:26]([O:29][CH2:30][C:31](=[O:32])[O:33][C:34]([CH3:35])([CH3:36])[CH3:37])[c:27]3[Br:28])[cH:20][cH:21][cH:22]2)[CH2:13][CH2:14]1. The reactants are COC(C1=C(C=CC=C1)C(=O)Cl)=O (2-chloroformyl benzoic acid methyl ester), C(C1=CC=CC=C1)(N)=NO (benzamide oxime), B(F)(F)F.CCOCC (boron trifluoride etherate). The solvent is O1CCOCC1 (dioxane), O1CCOCC1 (dioxane). The product is COC(C1=C(C=CC=C1)C1=NC(=NO1)C1=CC=CC=C1)=O (o-(3-phenyl-1,2,4-oxadiazol-5-yl)-benzoic acid methyl ester). Reaction SMILES: [C:1](=[N:9][OH:10])([NH2:8])[C:2]1[CH:7]=[CH:6][CH:5]=[CH:4][CH:3]=1.[CH3:11][O:12][C:13](=[O:23])[C:14]1[CH:19]=[CH:18][CH:17]=[CH:16][C:15]=1[C:20](Cl)=O.B(F)(F)F.CCOCC>O1CCOCC1>[CH3:11][O:12][C:13](=[O:23])[C:14]1[CH:19]=[CH:18][CH:17]=[CH:16][C:15]=1[C:20]1[O:10][N:9]=[C:1]([C:2]2[CH:7]=[CH:6][CH:5]=[CH:4][CH:3]=2)[N:8]=1 |f:2.3|. Procedure: A solution of 13.6 g. (0.1 mole) benzamide oxime in 625 milliliters dioxane is treated dropwise with 19.8 g. (0.1 mole) 2-chloroformyl benzoic acid methyl ester in 200 milliliters dioxane. This mixture is then refluxed for one hour, cooled slightly and treated with 3.3 milliliters of boron trifluoride etherate. The reaction mixture is refluxed for 18 hours. The resulting residue is cooled and filtered to remove a small amount of solid. The filtrate is evaporated in vacuo and the resulting oil is... The reactants are [Si](C1=CC=CC=C1)(C1=CC=CC=C1)(C(C)(C)C)OCC(C(=O)OC)OC(C)=S (Methyl 3-t-butyldiphenylsilyloxy-2-thioacetoxypropionate), [H-].C(C(C)C)[Al+]CC(C)C (diisobutylaluminium hydride), S(=O)(=O)([O-])[O-].[Na+].[Na+] (sodium sulfate), O.O.O.O.O.O.O.O.O.O.S(=O)(=O)([O-])[O-].[Na+].[Na+] (Sodium sulfate decahydrate). Solvent: ClCCl (dichloromethane), CC(=O)C (Acetone). Run at time 1.5 hour. Yields the product [Si](C1=CC=CC=C1)(C1=CC=CC=C1)(C(C)(C)C)OCC(CO)S (3-t-butyldiphenylsilyloxy-2-mercaptopropanol). Isolated yield 35.6%. Reaction SMILES: [Si:1]([O:18][CH2:19][CH:20](OC(=S)C)[C:21]([O:23]C)=O)([C:14]([CH3:17])([CH3:16])[CH3:15])([C:8]1[CH:13]=[CH:12][CH:11]=[CH:10][CH:9]=1)[C:2]1[CH:7]=[CH:6][CH:5]=[CH:4][CH:3]=1.[H-].C([Al+]CC(C)C)C(C)C.O.O.O.O.O.O.O.O.O.O.[S:49]([O-])([O-])(=O)=O.[Na+].[Na+].S([O-])([O-])(=O)=O.[Na+].[Na+]>ClCCl.CC(C)=O>[Si:1]([O:18][CH2:19][CH:20]([SH:49])[CH2:21][OH:23])([C:14]([CH3:16])([CH3:15])[CH3:17])([C:2]1[CH:3]=[CH:4][CH:5]=[CH:6][CH:7]=1)[C:8]1[CH:9]=[CH:10][CH:11]=[CH:12][CH:13]=1 |f:1.2,3.4.5.6.7.8.9.10.11.12.13.14.15,16.17.18|. Reported procedure: To a solution of methyl 3-t-butyldiphenylsilyloxy-2-thioacetoxypropionate (example 40) (14.3 g, 34.4 mmol) in dichloromethane (1.0 L) was added diisobutylaluminium hydride (96 mL of 1.5 M solution in toluene, 144 mmol, 4.2 eq) at -78° C. The solution was strirred at -78° C. for 1 hr and at -50° C. for another 1.5 hr. Sodium sulfate decahydrate (15 g) was added and the mixture was warmed at room temperature for 2 hr. Acetone was added and the solution was stirred overnight. Anhydrous sodium sulfa... The reactants are CC1([C@@H](N2[C@H](S1)[C@@H](C2=O)NC(=O)CC3=CC=CC=C3)C(=O)[O-])C.[K+] (potassium penicillin G), [OH-].[Na+] (NaOH). The solvent is O (water). Reaction conditions: time 3 hour. The product is CC1([C@@H](N2[C@H](S1)[C@@H](C2=O)N)C(=O)O)C (6-amino-penicillanic acid). Reaction SMILES: [CH3:1][C:2]1([CH3:23])[S:6][C@@H:5]2[C@H:7]([NH:10]C(CC3C=CC=CC=3)=O)[C:8](=[O:9])[N:4]2[C@H:3]1[C:20]([O-:22])=[O:21].[K+].[OH-].[Na+]>O>[CH3:1][C:2]1([CH3:23])[S:6][C@@H:5]2[C@H:7]([NH2:10])[C:8](=[O:9])[N:4]2[C@H:3]1[C:20]([OH:22])=[O:21] |f:0.1,2.3|. Procedure details: To a slurry of 46 g of the wet immobilized cells of Example 6 in 500 ml water at pH 8.0 and 37°C is added 5 g of potassium penicillin G. The pH of the slurry is maintained at 8.0 by the monitored addition of 1N NaOH, and the hydrolysis is complete after about 3 hours. The immobilized cells are filtered, washed with water and stored as a wet cake until further use. The filtrate is adjusted to pH 2 with 2N HCl and extracted with ethyl acetate. The resulting aqueous layer is adjusted to pH 4.3 with... The reactants are CC(=O)N1CCC(C(=O)O)CC1, CN(C(=O)c1ccc(F)c(C(F)(F)F)c1)C1CCNCC1c1ccc(Cl)cc1, Cl. The product is CC(=O)N1CCC(C(=O)N2CCC(N(C)C(=O)c3ccc(F)c(C(F)(F)F)c3)C(c3ccc(Cl)cc3)C2)CC1. RXN SMILES: [C:30]([CH3:31])(=[O:32])[N:33]1[CH2:34][CH2:35][CH:36]([C:39](=[O:40])[OH:41])[CH2:37][CH2:38]1.[Cl:2][c:3]1[cH:4][cH:5][c:6]([CH:9]2[CH2:10][NH:11][CH2:12][CH2:13][CH:14]2[N:15]([C:16]([c:17]2[cH:18][c:19]([C:24]([F:25])([F:26])[F:27])[c:20]([F:23])[cH:21][cH:22]2)=[O:28])[CH3:29])[cH:7][cH:8]1.[ClH:1]>>[Cl:2][c:3]1[cH:4][cH:5][c:6]([CH:9]2[CH2:10][N:11]([C:39]([CH:36]3[CH2:35][CH2:34][N:33]([C:30]([CH3:31])=[O:32])[CH2:38][CH2:37]3)=[O:40])[CH2:12][CH2:13][CH:14]2[N:15]([C:16]([c:17]2[cH:18][c:19]([C:24]([F:25])([F:26])[F:27])[c:20]([F:23])[cH:21][cH:22]2)=[O:28])[CH3:29])[cH:7][cH:8]1. The reactants are C(=O)(OC(C)(C)C)N1[C@@](C[C@@H](C1)N(C(C(C)(C)C)=O)C1CCC(CC1)(C)C)(C(=O)[O-])C (1-BOC-2-methyl-(2S,4S)-4-[(4,4-dimethylcyclohexyl)(2,2-dimethylpropanoyl)amino]pyrrolidine-2-carboxylate), [Li+].[OH-] (LiOH). Solvent: CO (methanol), O (water). Reaction conditions: time 3 hour. Product: C(=O)(OC(C)(C)C)N1[C@H](C(=O)O)C[C@@H](C1)N(C(C(C)(C)C)=O)C1CCC(CC1)(C)C ((4S)-1-BOC-4-[(4,4-dimethylcyclohexyl)(2,2-dimethylpropanoyl)amino]-L-proline). Yield: 94.4%. RXN SMILES: [C:1]([N:8]1[CH2:12][C@@H:11]([N:13]([CH:20]2[CH2:25][CH2:24][C:23]([CH3:27])([CH3:26])[CH2:22][CH2:21]2)[C:14](=[O:19])[C:15]([CH3:18])([CH3:17])[CH3:16])[CH2:10][C@@:9]1(C)[C:28]([O-:30])=[O:29])([O:3][C:4]([CH3:7])([CH3:6])[CH3:5])=[O:2].[Li+].[OH-]>CO.O>[C:1]([N:8]1[CH2:12][C@@H:11]([N:13]([CH:20]2[CH2:25][CH2:24][C:23]([CH3:27])([CH3:26])[CH2:22][CH2:21]2)[C:14](=[O:19])[C:15]([CH3:18])([CH3:16])[CH3:17])[CH2:10][C@H:9]1[C:28]([OH:30])=[O:29])([O:3][C:4]([CH3:5])([CH3:6])[CH3:7])=[O:2] |f:1.2|. Reported procedure: To a solution of 1-BOC 2-methyl (2S,4S)-4-[(4,4-dimethylcyclohexyl)(2,2-dimethylpropanoyl)amino]pyrrolidine-2-carboxylate (1.02 g, 2.32 mmol) prepared in Step B in methanol (7 ml) and water (7 ml) was added LiOH (0.15 g, 6.99 mmol). The reaction mixture was stirred at rt for 3 h, concentrated in vacuo, and extracted with EtOAC. The organic extracts were washed with brine, dried over MgSO4, and concentrated in vacuo to give the title compound (0.93 g, 95%). The reactants are Cc1ccc(Oc2cccc(C#N)c2)nc1, Cc1cccnc1Oc1cccc(C#N)c1. The product is Cc1cccnc1Oc1cccc(CN)c1. Reaction SMILES: [CH3:17][c:18]1[cH:19][cH:20][c:21]([O:22][c:23]2[cH:24][c:25]([C:29]#[N:30])[cH:26][cH:27][cH:28]2)[n:31][cH:32]1.[CH3:1][c:2]1[c:3]([O:8][c:9]2[cH:10][c:11]([C:12]#[N:13])[cH:14][cH:15][cH:16]2)[n:4][cH:5][cH:6][cH:7]1>>[CH3:1][c:2]1[c:3]([O:8][c:9]2[cH:10][c:11]([CH2:12][NH2:13])[cH:14][cH:15][cH:16]2)[n:4][cH:5][cH:6][cH:7]1. Starting materials: [BH4-].[Na+] (sodium borohydride), CC1(C(N(C(C2=CC(=C(C=C12)OC)OC)=O)CCCN(CCC1=CC(=C(C=C1)OC)OC)C)=O)C (1-[4,4-dimethyl-6,7-dimethoxy-1,3-dioxo-(2H,4H)-isoquinolin-2-yl]-3-[N-methyl-N-(2-(3,4-dimethoxy-phenyl)-ethyl)-amino]-propane), Cl (hydrochloric acid). Solvent: O1CCOCC1 (dioxane), O (water). Reaction conditions: time 8 hour. The product is OC1N(C(C2=CC(=C(C=C2C1(C)C)OC)OC)=O)CCCN(CCC1=CC(=C(C=C1)OC)OC)C (1-[3-hydroxy-4,4-dimethyl-6,7-dimethoxy-3,4-dihydro-2H-isoquinolin-1-one-2-yl]-3-[N-methyl-N-(2-(3,4-dimethoxy-phenyl)-ethyl)-amino]-propane). Yield: 81.5%. RXN SMILES: [BH4-].[Na+].[CH3:3][C:4]1([CH3:37])[C:13]2[C:8](=[CH:9][C:10]([O:16][CH3:17])=[C:11]([O:14][CH3:15])[CH:12]=2)[C:7](=[O:18])[N:6]([CH2:19][CH2:20][CH2:21][N:22]([CH3:35])[CH2:23][CH2:24][C:25]2[CH:30]=[CH:29][C:28]([O:31][CH3:32])=[C:27]([O:33][CH3:34])[CH:26]=2)[C:5]1=[O:36].Cl>O1CCOCC1.O>[OH:36][CH:5]1[C:4]([CH3:37])([CH3:3])[C:13]2[C:8](=[CH:9][C:10]([O:16][CH3:17])=[C:11]([O:14][CH3:15])[CH:12]=2)[C:7](=[O:18])[N:6]1[CH2:19][CH2:20][CH2:21][N:22]([CH3:35])[CH2:23][CH2:24][C:25]1[CH:30]=[CH:29][C:28]([O:31][CH3:32])=[C:27]([O:33][CH3:34])[CH:26]=1 |f:0.1|. Reported procedure: 0.49 gm (13.0 millimols) of sodium borohydride were added at 0° C. to a solution of 4.0 gm (8.2 millimols) of 1-[4,4-dimethyl-6,7-dimethoxy-1,3-dioxo-(2H,4H)-isoquinolin-2-yl]-3-[N-methyl-N-(2-(3,4-dimethoxy-phenyl)-ethyl)-amino]-propane in a mixture of 100 ml of dioxane and 20 ml of water. The mixture was stirred at room temperature for 8 hours and subsequently admixed with 100 ml of 2 N hydrochloric acid. After extraction with chloroform, the organic extract was dried over sodium sulfate and e... Starting materials: C(C1=CC=CC=C1)OC(=O)Cl (Benzylchloroformate), N,N-dimethylaminopyridine, COC(CNCC(CO[Si](C)(C)C(C)(C)C)NC(=O)OC(C)(C)C)=O ([2-tert-butoxycarbonylamino-3-(tert-butyl-dimethyl-silanyloxy)-propylamino]-acetic acid methyl ester). Run in C(Cl)Cl (CH2Cl2). Conditions: time 8 hour. Product: COC(CN(CC(CO[Si](C)(C)C(C)(C)C)NC(=O)OC(C)(C)C)C(=O)OCC1=CC=CC=C1)=O ((Benzyloxycarbonyl-[2-tert-butoxycarbonylamino-3-(tert-butyl-dimethyl-silanyloxy)-propyl]-amino)-acetic acid methyl ester). Yield: 84.9%. As a reaction SMILES: [CH2:1]([O:8][C:9](Cl)=[O:10])[C:2]1[CH:7]=[CH:6][CH:5]=[CH:4][CH:3]=1.[CH3:12][O:13][C:14](=[O:36])[CH2:15][NH:16][CH2:17][CH:18]([NH:28][C:29]([O:31][C:32]([CH3:35])([CH3:34])[CH3:33])=[O:30])[CH2:19][O:20][Si:21]([C:24]([CH3:27])([CH3:26])[CH3:25])([CH3:23])[CH3:22]>C(Cl)Cl>[CH3:12][O:13][C:14](=[O:36])[CH2:15][N:16]([C:9]([O:8][CH2:1][C:2]1[CH:7]=[CH:6][CH:5]=[CH:4][CH:3]=1)=[O:10])[CH2:17][CH:18]([NH:28][C:29]([O:31][C:32]([CH3:35])([CH3:34])[CH3:33])=[O:30])[CH2:19][O:20][Si:21]([C:24]([CH3:27])([CH3:25])[CH3:26])([CH3:23])[CH3:22]. Procedure: Benzylchloroformate (1.4 mL, 9.81 mmol) is added dropwise to a solution of N,N-dimethylaminopyridine (1.09 g, 8.93 mmol) and [2-tert-butoxycarbonylamino-3-(tert-butyl-dimethyl-silanyloxy)-propylamino]-acetic acid methyl ester (3.06 g, 8.12 mmol) in CH2Cl2 at RT. The resulting mixture is stirred overnight then concentrated to dryness. The crude product is purifed by flash chromatography eluting with 1% MeOH/CH2Cl2 to yield the title compound (3.52 g, 6.89 mmol) as a colorless oil. Ion spray MS, [... Starting materials: Cc1ccnc2c1nc(COc1ccc(CC3SC(=O)N(C(c4ccccc4)(c4ccccc4)c4ccccc4)C3=O)cc1)n2C, CC(=O)O, O. Yields the product Cc1ccnc2c1nc(COc1ccc(CC3SC(=O)NC3=O)cc1)n2C. Reaction SMILES: [CH3:1][n:2]1[c:3]([CH2:12][O:13][c:14]2[cH:15][cH:16][c:17]([CH2:18][CH:19]3[C:20](=[O:44])[N:21]([C:25]([c:26]4[cH:27][cH:28][cH:29][cH:30][cH:31]4)([c:32]4[cH:33][cH:34][cH:35][cH:36][cH:37]4)[c:38]4[cH:39][cH:40][cH:41][cH:42][cH:43]4)[C:22](=[O:24])[S:23]3)[cH:45][cH:46]2)[n:4][c:5]2[c:6]1[n:7][cH:8][cH:9][c:10]2[CH3:11].[CH3:47][C:48](=[O:49])[OH:50].[OH2:51]>>[CH3:1][n:2]1[c:3]([CH2:12][O:13][c:14]2[cH:15][cH:16][c:17]([CH2:18][CH:19]3[C:20](=[O:44])[NH:21][C:22](=[O:24])[S:23]3)[cH:45][cH:46]2)[n:4][c:5]2[c:6]1[n:7][cH:8][cH:9][c:10]2[CH3:11].